Dataset: the Open Reaction Database (ORD), a public repository of structured organic reaction records. Task: describe an organic reaction: reactants, conditions, products, and yield The reactants are CCCCCCCNCc1nc2ccccc2c(OCc2ccccc2)c1C, CC(=O)OC(C)=O, c1ccncc1. Yields the product CCCCCCCN(Cc1nc2ccccc2c(OCc2ccccc2)c1C)C(C)=O. As a reaction SMILES: [CH2:1]([c:2]1[cH:3][cH:4][cH:5][cH:6][cH:7]1)[O:8][c:9]1[c:10]([CH3:28])[c:11]([CH2:19][NH:20][CH2:21][CH2:22][CH2:23][CH2:24][CH2:25][CH2:26][CH3:27])[n:12][c:13]2[cH:14][cH:15][cH:16][cH:17][c:18]12.[CH3:29][C:30](=[O:31])[O:32][C:33](=[O:34])[CH3:35].[cH:36]1[cH:37][cH:38][n:39][cH:40][cH:41]1>>[CH2:1]([c:2]1[cH:3][cH:4][cH:5][cH:6][cH:7]1)[O:8][c:9]1[c:10]([CH3:28])[c:11]([CH2:19][N:20]([CH2:21][CH2:22][CH2:23][CH2:24][CH2:25][CH2:26][CH3:27])[C:30]([CH3:29])=[O:31])[n:12][c:13]2[cH:14][cH:15][cH:16][cH:17][c:18]12. Reactants: CS(=O)(=O)Cl, CCN(C(C)C)C(C)C, ClCCl, COc1ccccc1C(O)c1ccc(NC(=O)C2(c3ccc4c(c3)OCO4)CC2)nc1. The product is COc1ccccc1C(OS(C)(=O)=O)c1ccc(NC(=O)C2(c3ccc4c(c3)OCO4)CC2)nc1. RXN SMILES: [CH3:1][S:2]([Cl:3])(=[O:4])=[O:5].[CH:37]([N:38]([CH2:39][CH3:40])[CH:41]([CH3:42])[CH3:43])([CH3:44])[CH3:45].[Cl:46][CH2:47][Cl:48].[OH:6][CH:7]([c:8]1[cH:9][cH:10][c:11]([NH:14][C:15](=[O:16])[C:17]2([c:20]3[cH:21][c:22]4[c:23]([cH:27][cH:28]3)[O:24][CH2:25][O:26]4)[CH2:18][CH2:19]2)[n:12][cH:13]1)[c:29]1[c:30]([O:35][CH3:36])[cH:31][cH:32][cH:33][cH:34]1>>[CH3:1][S:2](=[O:4])(=[O:5])[O:6][CH:7]([c:8]1[cH:9][cH:10][c:11]([NH:14][C:15](=[O:16])[C:17]2([c:20]3[cH:21][c:22]4[c:23]([cH:27][cH:28]3)[O:24][CH2:25][O:26]4)[CH2:18][CH2:19]2)[n:12][cH:13]1)[c:29]1[c:30]([O:35][CH3:36])[cH:31][cH:32][cH:33][cH:34]1. Starting materials: C(C)OC(=O)C=1C2CN(CC(CC1C1=CC(=NO1)CCCO)N2C)C(=O)OC(C)(C)C (7-[3-(3-Hydroxypropyl)isoxazol-5-yl]-9-methyl-3,9-diazabicyclo-[3.3.1]non-6-ene-3,6-dicarboxylic acid 3-tert-butyl ester 6-ethyl ester), N1C=NC=C1 (imidazole), CC(C)(C)[Si](C)(C)Cl (TBDMS-Cl). The solvent is CN(C)C=O (DMF), CCOC(=O)C (EtOAc). Reaction conditions: temperature 0 celsius, time 30 minute. The product is C(C)OC(=O)C=1C2CN(CC(CC1C1=CC(=NO1)CCCO[Si](C)(C)C(C)(C)C)N2C)C(=O)OC(C)(C)C (7-{3-[3-(tert-Butyldimethylsilanyloxy)propyl]isoxazol-5-yl}-9-methyl-3,9-diazabicyclo[3.3.1]non-6-ene-3,6-dicarboxylic acid 3-tert-butyl ester 6-ethyl ester). The yield is 55.0%. RXN SMILES: [CH2:1]([O:3][C:4]([C:6]1[CH:7]2[N:23]([CH3:24])[CH:11]([CH2:12][C:13]=1[C:14]1[O:18][N:17]=[C:16]([CH2:19][CH2:20][CH2:21][OH:22])[CH:15]=1)[CH2:10][N:9]([C:25]([O:27][C:28]([CH3:31])([CH3:30])[CH3:29])=[O:26])[CH2:8]2)=[O:5])[CH3:2].N1C=CN=C1.[CH3:37][C:38]([Si:41](Cl)([CH3:43])[CH3:42])([CH3:40])[CH3:39]>CN(C=O)C.CCOC(C)=O>[CH2:1]([O:3][C:4]([C:6]1[CH:7]2[N:23]([CH3:24])[CH:11]([CH2:12][C:13]=1[C:14]1[O:18][N:17]=[C:16]([CH2:19][CH2:20][CH2:21][O:22][Si:41]([C:38]([CH3:40])([CH3:39])[CH3:37])([CH3:43])[CH3:42])[CH:15]=1)[CH2:10][N:9]([C:25]([O:27][C:28]([CH3:30])([CH3:29])[CH3:31])=[O:26])[CH2:8]2)=[O:5])[CH3:2]. Procedure details: A mixture of compound B3 (3.56 g, 8.17 mmol), imidazole (1.39 g, 20.4 mmol), and TBDMS-Cl (1.85 g, 12.2 mmol) in DMF (70 mL) was stirred at 0° C. for 30 min, then at rt for 1 h. The mixture was diluted with EtOAc and washed with aq. 10% Na2CO3 (2×), and brine (1×). The org. extracts were dried over MgSO4, filtered, and the solvents were removed under reduced pressure. Purification of the residue by FC (EtOAc/heptane 1:6→1:3→1:1) yielded the title compound (2.47 g, 55%). LC-MS: tR=0.94 min; ES+: ... Reactants: COC(=O)c1ccc(CC(C)=O)cc1, OCCO, O, Cc1ccc(S(=O)(=O)O)cc1, c1ccccc1. Product: COC(=O)c1ccc(CC2(C)OCCO2)cc1. Reaction SMILES: [C:1](=[O:2])([O:3][CH3:4])[c:5]1[cH:6][cH:7][c:8]([CH2:11][C:12]([CH3:13])=[O:14])[cH:9][cH:10]1.[CH2:15]([CH2:16][OH:17])[OH:18].[OH2:30].[c:19]1([CH3:20])[cH:21][cH:22][c:23]([S:24]([OH:25])(=[O:26])=[O:27])[cH:28][cH:29]1.[cH:31]1[cH:32][cH:33][cH:34][cH:35][cH:36]1>>[C:1](=[O:2])([O:3][CH3:4])[c:5]1[cH:6][cH:7][c:8]([CH2:11][C:12]2([CH3:13])[O:14][CH2:15][CH2:16][O:17]2)[cH:9][cH:10]1. The reactants are C1(=CC=CC=C1)N1C=NC2=C(C1=O)SC=C2C2=CC=CC=C2 (3,7-Diphenylthieno[3,2-d]pyrimidin-4(3H)-one), NC1=C(SC=C1C1=CC=CC=C1)C(=O)OC (methyl 3-amino-4-phenylthiophene-2-carboxylate), C(OCC)(OCC)OCC (triethyl orthoformate), C(C)(C)C1CCC(CC1)N (4-isopropylcyclohexylamine). Solvent: C(C)(=O)O (acetic acid). Yields the product C(C)(C)C1CCC(CC1)N1C=NC2=C(C1=O)SC=C2C2=CC=CC=C2 (3-(4-Isopropylcyclohexyl)-7-phenylthieno[3,2-d]pyrimidin-4(3H)-one). Yield: 58.4%. As a reaction SMILES: [C:1]1([N:7]2[C:12](=[O:13])[C:11]3[S:14][CH:15]=[C:16]([C:17]4[CH:22]=[CH:21][CH:20]=[CH:19][CH:18]=4)[C:10]=3[N:9]=[CH:8]2)[CH:6]=[CH:5][CH:4]=[CH:3][CH:2]=1.N[C:24]1[C:28](C2C=CC=CC=2)=CS[C:25]=1C(OC)=O.C(OCC)(OCC)OCC.C(C1CCC(N)CC1)(C)C>C(O)(=O)C>[CH:24]([CH:4]1[CH2:5][CH2:6][CH:1]([N:7]2[C:12](=[O:13])[C:11]3[S:14][CH:15]=[C:16]([C:17]4[CH:18]=[CH:19][CH:20]=[CH:21][CH:22]=4)[C:10]=3[N:9]=[CH:8]2)[CH2:2][CH2:3]1)([CH3:28])[CH3:25]. Procedure: In the same manner as the synthesis of Compound 1, methyl 3-amino-4-phenylthiophene-2-carboxylate (100 mg, 0.43 mmol), triethyl orthoformate (1 ml), 4-isopropylcyclohexylamine (0.148 ml, 0.90 mmol), and acetic acid (0.1 ml) were used to give 88.5 mg (0.25 mmol, 58.4% yield) of the title compound. Reactants: FC1=CC2=C(NC(S2)=O)C=C1 (6-fluoro-2(3H)-benzothiazolone), [N+](=O)(O)[O-] (nitric acid), ice water. The reagents and catalysts are [Fe] (iron). Run in S(O)(O)(=O)=O (sulfuric acid). Conditions: time 1.5 hour. Product: NC=1C(=CC2=C(NC(S2)=O)C1)F (5-amino-6-fluoro-2(3H)-benzothiazolone). RXN SMILES: [F:1][C:2]1[CH:11]=[CH:10][C:5]2[NH:6][C:7](=[O:9])[S:8][C:4]=2[CH:3]=1.[N+:12]([O-])(O)=O>S(=O)(=O)(O)O.[Fe]>[NH2:12][C:11]1[C:2]([F:1])=[CH:3][C:4]2[S:8][C:7](=[O:9])[NH:6][C:5]=2[CH:10]=1. Procedure details: 6-fluoro-2(3H)-benzothiazolone (82.9 g) was nitrated in conc. sulfuric acid (800 g) with a 98% nitric acid (5% excess of the theoretical amount) at a temperature of 0° to 5° C. under stirring for 1.5 hours. The reaction mixture was poured into ice water and filtered. The solid material separated by the filtration was dried, and recrystallized from acetone, so that 6-fluoro-5-nitro-2(3H)-benzothiazolone (67.7 g) was obtained. The purity of this compound was 92% (this purity was determined by HPLC... Starting materials: C#CCN, CN(C)c1ccncc1, O=S(=O)(Cl)c1cccc(Cl)c1, ClCCl, c1ccncc1. Yields the product C#CCNS(=O)(=O)c1cccc(Cl)c1. Reaction SMILES: [CH2:1]([C:2]#[CH:3])[NH2:4].[CH3:25][N:26]([CH3:27])[c:28]1[cH:29][cH:30][n:31][cH:32][cH:33]1.[Cl:11][c:12]1[cH:13][c:14]([S:18](=[O:19])(=[O:20])[Cl:21])[cH:15][cH:16][cH:17]1.[Cl:22][CH2:23][Cl:24].[cH:5]1[cH:6][cH:7][n:8][cH:9][cH:10]1>>[CH2:1]([C:2]#[CH:3])[NH:4][S:18]([c:14]1[cH:13][c:12]([Cl:11])[cH:17][cH:16][cH:15]1)(=[O:19])=[O:20].